Dataset: the Open Reaction Database (ORD), a public repository of structured organic reaction records. Task: describe an organic reaction: reactants, conditions, products, and yield Reactants: D4, FC=1C=C(C=O)C=CC1F (3,4-difluorobenzaldehyde), FC(C1=NC=CC(=C1)O)(F)F (2-(trifluoromethyl)pyridin-4-ol). Yields the product FC=1C=C(C=O)C=CC1OC1=CC(=NC=C1)C(F)(F)F (3-fluoro-4-((2-(trifluoromethyl)pyridin-4-yl)oxy)benzaldehyde). RXN SMILES: [F:1][C:2]1[CH:3]=[C:4]([CH:7]=[CH:8][C:9]=1F)[CH:5]=[O:6].[F:11][C:12]([F:21])([F:20])[C:13]1[CH:18]=[C:17]([OH:19])[CH:16]=[CH:15][N:14]=1>>[F:1][C:2]1[CH:3]=[C:4]([CH:7]=[CH:8][C:9]=1[O:19][C:17]1[CH:16]=[CH:15][N:14]=[C:13]([C:12]([F:21])([F:11])[F:20])[CH:18]=1)[CH:5]=[O:6]. Procedure details: The title compound was prepared by a procedure similar to that described for D4 starting from 3,4-difluorobenzaldehyde and 2-(trifluoromethyl)pyridin-4-ol. The reactants are BrC=1C=CC(=C(C1)C=1SC=C(N1)C(=O)O)F (2-(5-bromo-2-fluorophenyl)thiazole-4-carboxylic acid), FC1=C(C#N)C=CC(=C1)C (2-fluoro-4-methylbenzonitrile). The product is FC1=C(C=CC(=C1)C)C=1SC=C(N1)C(=O)O (2-(2-fluoro-4-methylphenyl)thiazole-4-carboxylic acid). Reaction SMILES: Br[C:2]1[CH:3]=[CH:4][C:5]([F:16])=[C:6]([C:8]2[S:9][CH:10]=[C:11]([C:13]([OH:15])=[O:14])[N:12]=2)[CH:7]=1.F[C:18]1C=C(C)C=CC=1C#N>>[F:16][C:5]1[CH:4]=[C:3]([CH3:18])[CH:2]=[CH:7][C:6]=1[C:8]1[S:9][CH:10]=[C:11]([C:13]([OH:15])=[O:14])[N:12]=1. Procedure details: Following the procedure of Intermediate 129, replacing 5-bromo-2-fluoro-benzonitrile with 2-fluoro-4-methylbenzonitrile gave the title compound.